This data is from the Open Reaction Database (ORD), a public repository of structured organic reaction records. The task is: describe an organic reaction: reactants, conditions, products, and yield The reactants are [H-].[Al+3].[Li+].[H-].[H-].[H-] (lithium aluminum hydride), OS(=O)(=O)O (H2SO4), CC1C2CC(C(/C=C/C=C(/CC3=CC(=C(C(=C3)OC)Cl)N(C(=O)CC(C4(C1O4)C)OC(=O)CC(C)C)C)\C)OC)(NC(=O)O2)O (C-15003 P-4). Solvent: O (water), O1CCCC1 (tetrahydrofuran). Conditions: temperature -5 celsius, time 2 hour. Yields the product CC1C2CC(C(/C=C/C=C(/CC3=CC(=C(C(=C3)OC)Cl)N(C(=O)CC(C4(C1O4)C)O)C)\C)OC)(NC(=O)O2)O (maytansinol). RXN SMILES: [H-].[Al+3].[Li+].[H-].[H-].[H-].OS(O)(=O)=O.[CH3:12][CH:13]1[CH:38]2[O:39][C:37]2([CH3:40])[CH:36]([O:41]C(CC(C)C)=O)[CH2:35][C:33](=[O:34])[N:32]([CH3:48])[C:25]2=[C:26]([Cl:31])[C:27]([O:29][CH3:30])=[CH:28][C:23](=[CH:24]2)[CH2:22][C:21]([CH3:49])=[CH:20][CH:19]=[CH:18][CH:17]([O:50][CH3:51])[C:16]2([OH:56])[NH:52][C:53]([O:55][CH:14]1[CH2:15]2)=[O:54]>O1CCCC1.O>[CH3:12][CH:13]1[CH:38]2[O:39][C:37]2([CH3:40])[CH:36]([OH:41])[CH2:35][C:33](=[O:34])[N:32]([CH3:48])[C:25]2=[C:26]([Cl:31])[C:27]([O:29][CH3:30])=[CH:28][C:23](=[CH:24]2)[CH2:22][C:21]([CH3:49])=[CH:20][CH:19]=[CH:18][CH:17]([O:50][CH3:51])[C:16]2([OH:56])[NH:52][C:53]([O:55][CH:14]1[CH2:15]2)=[O:54] |f:0.1.2.3.4.5|. Reported procedure: In 1 ml of tetrahydrofuran was dissolved 15 mg of the Antibiotic C-15003 crystals obtained in Example 31 and the solution was cooled to -5° C. Following the addition of 12 mg of lithium aluminum hydride, the mixture was allowed to stand for 2 hours. Then, after the addition of 0.5 m of 1% H2SO4 in water, the reaction mixture was extracted with 2 ml of ethyl acetate. The ethyl acetate layer was washed with water, dried by the addition of anhydrous sodium sulfate and concentrated under reduced pre...